From a dataset of the Open Reaction Database (ORD), a public repository of structured organic reaction records. describe an organic reaction: reactants, conditions, products, and yield Reactants: NC1[C@@H]2N(C(=C(CS2)CSC2=CC(=NC=3N2N=C(N3)CO)C(=O)O)C(=O)O)C1=O (7-amino-3-[(5-carboxy-2-hydroxymethyl-s-triazolo[1,5-a]pyrimidin-7yl)thiomethyl]-3-cephem-4-carboxylic acid), CO (methanol), C(C1=CC=CC=C1)(C1=CC=CC=C1)=NN (benzophenonehydrazone), mercuric oxide, C1(=CC=CC=C1)C(=[N+]=[N-])C1=CC=CC=C1 (diphenyldiazomethane). The solvent is C(Cl)Cl (methylene chloride), CCOCC (ether), C(Cl)Cl (methylene chloride), CCCCCC (n-hexane). Run at time 8 hour. The product is NC1[C@@H]2N(C(=C(CS2)CSC2=CC(=NC=3N2N=C(N3)CO)C(=O)O)C(=O)OC(C3=CC=CC=C3)C3=CC=CC=C3)C1=O (diphenylmethyl 7-amino-3-[(5-carboxy-2-hydroxymethyl-s-triazolo[1,5-a]pyrimidin-7-yl)thiomethyl]-3-cephem-4-carboxylate). RXN SMILES: [NH2:1][CH:2]1[C:28](=[O:29])[N:4]2[C:5]([C:25]([OH:27])=[O:26])=[C:6]([CH2:9][S:10][C:11]3[N:16]4[N:17]=[C:18]([CH2:20][OH:21])[N:19]=[C:15]4[N:14]=[C:13]([C:22]([OH:24])=[O:23])[CH:12]=3)[CH2:7][S:8][C@H:3]12.CO.[C:32]1([C:38]([C:41]2[CH:46]=[CH:45][CH:44]=[CH:43][CH:42]=2)=[N+]=[N-])[CH:37]=[CH:36][CH:35]=[CH:34][CH:33]=1.C(=NN)(C1C=CC=CC=1)C1C=CC=CC=1>C(Cl)Cl.CCOCC.CCCCCC>[NH2:1][CH:2]1[C:28](=[O:29])[N:4]2[C:5]([C:25]([O:27][CH:38]([C:32]3[CH:37]=[CH:36][CH:35]=[CH:34][CH:33]=3)[C:41]3[CH:46]=[CH:45][CH:44]=[CH:43][CH:42]=3)=[O:26])=[C:6]([CH2:9][S:10][C:11]3[N:16]4[N:17]=[C:18]([CH2:20][OH:21])[N:19]=[C:15]4[N:14]=[C:13]([C:22]([OH:24])=[O:23])[CH:12]=3)[CH2:7][S:8][C@H:3]12. Procedure details: To a suspension of 10 g of 7-amino-3-[(5-carboxy-2-hydroxymethyl-s-triazolo[1,5-a]pyrimidin-7yl)thiomethyl]-3-cephem-4-carboxylic acid, 100 ml of methanol and 300 ml of methylene chloride was added dropwise while stirring diphenyldiazomethane, which had been synthesized from 19.6 g of benzophenonehydrazone, 21.6 g of mercuric oxide (yellow) and 150 ml of n-hexane, in 30 ml of methylene chloride, and the mixture was stirred at room temperature overnight. After the reaction mixture was condensed a... Reactants: CN (methylamine), C(=O)([O-])[O-].[Na+].[Na+] (Na2CO3), BrCCC(C(=O)Cl)(C1=CC=CC=C1)C1=CC=CC=C1 (4-bromo-2,2-diphenylbutyroyl chloride). Run in O (H2O), C1(=CC=CC=C1)C (toluene), C1(=CC=CC=C1)C (toluene). Yields the product Br.C1(=CC=CC=C1)C1(C(OCC1)=CN)C1=CC=CC=C1 (N-(tetrahydro-3,3-diphenyl-2-furylidene)methylamine hydrobromide). The yield is 59.4%. As a reaction SMILES: [CH3:1][NH2:2].C([O-])([O-])=O.[Na+].[Na+].[Br:9][CH2:10][CH2:11][C:12]([C:22]1[CH:27]=[CH:26][CH:25]=[CH:24][CH:23]=1)([C:16]1[CH:21]=[CH:20][CH:19]=[CH:18][CH:17]=1)[C:13](Cl)=[O:14]>O.C1(C)C=CC=CC=1>[BrH:9].[C:16]1([C:12]2([C:22]3[CH:27]=[CH:26][CH:25]=[CH:24][CH:23]=3)[CH2:11][CH2:10][O:14][C:13]2=[CH:1][NH2:2])[CH:21]=[CH:20][CH:19]=[CH:18][CH:17]=1 |f:1.2.3,7.8|. Procedure details: To a mixture of 35% aqueous methylamine (100 g, 1.13 mol) and Na2CO3 (106 g, 1 mol) in H2O (1000 ml) and toluene (800 ml) was added dropwise 4-bromo-2,2-diphenylbutyroyl chloride (337.5 g, 1.13 mol) in toluene (200 ml), while the temperature was maintained between 0 and 15° C. The mixture was allowed to warm to room temperature and the precipitate was collected by filtration. The solid precipitate was then taken up into CHCl3the solution was dried (MgSO4), and the solvent was removed in vacuo. T... Product: S(=O)([O-])[O-].[Na+].[Na+] (sodium sulfite), S([O-])(O)=O (bisulfite). Reaction SMILES: [S:1](S([O-])=O)([O-:4])(=[O:3])=[O:2].[Na+:8].[Na+].[S:10]([O-:13])([O-:12])=[O:11].[Na+].[Na+].[H][H]>O>[S:1]([O-:4])([O-:3])=[O:2].[Na+:8].[Na+:8].[S:10](=[O:11])([OH:13])[O-:12] |f:0.1.2,3.4.5,8.9.10|. Reported procedure: An aqueous solution of sodium sulfite and bisulfite was prepared by mixing 38.8 lbs of sodium metabisulfite and 17.0 lbs of sodium sulfite with 88.2 lbs of water. The salt solution was metered into the recycle loop at a rate of 7.6 lbs per hour. Simultaneously a glyceryl epoxide wherein R is normal alkyl of 12 to 15 carbon atoms, R' is hydrogen and n is average value of 1 according to Formula 1 was metered into the recycle loop at a rate of 10.0 lbs/hour. The recycle loops residence time was thi... Run in O (water). Starting materials: S(=O)(=O)([O-])S(=O)[O-].[Na+].[Na+] (sodium metabisulfite), S(=O)([O-])[O-].[Na+].[Na+] (sodium sulfite), Formula 1, glyceryl epoxide, [H][H] (hydrogen), normal alkyl, 15, 12. Reactants: C1C(=CC2=CC=CC=C12)CN1CCC2(C(NCN2C2=CC=CC=C2)=O)CC1 (8-(1H-Inden-2-ylmethyl)-1-phenyl-1,3,8-triazaspiro[4.5]decan-4-one), Cl (hydrogen chloride). Solvent: C(C)O (ethanol). Product: Cl.C1C(=CC2=CC=CC=C12)CN1CCC2(C(NCN2C2=CC=CC=C2)=O)CC1 (8-(1H-Inden-2-ylmethyl)-1-phenyl-1,3,8-triazaspiro[4.5]decan-4-one, hydrochloride). As a reaction SMILES: [CH2:1]1[C:9]2[C:4](=[CH:5][CH:6]=[CH:7][CH:8]=2)[CH:3]=[C:2]1[CH2:10][N:11]1[CH2:27][CH2:26][C:14]2([N:18]([C:19]3[CH:24]=[CH:23][CH:22]=[CH:21][CH:20]=3)[CH2:17][NH:16][C:15]2=[O:25])[CH2:13][CH2:12]1.[ClH:28]>C(O)C>[ClH:28].[CH2:3]1[C:4]2[C:9](=[CH:8][CH:7]=[CH:6][CH:5]=2)[CH:1]=[C:2]1[CH2:10][N:11]1[CH2:27][CH2:26][C:14]2([N:18]([C:19]3[CH:24]=[CH:23][CH:22]=[CH:21][CH:20]=3)[CH2:17][NH:16][C:15]2=[O:25])[CH2:13][CH2:12]1 |f:3.4|. Reported procedure: 8-(1H-Inden-2-ylmethyl)-1-phenyl-1,3,8-triazaspiro[4.5]decan-4-one (1.2g) in absolute ethanol (100 ml) is treated with 1.2 equivalents of ethereal hydrogen chloride. Cooling gives the crude hydrochloride salt which is crystallized from absolute ethanol to yield 1.1g of the title compound, melting point 264°-266° C. The reactants are CC(C)[N-]C(C)C, Clc1ccc(-c2csc(Br)n2)cc1, Clc1ccncc1, [Li+]. Yields the product Clc1ccc(-c2csc(-c3cnccc3Cl)n2)cc1. RXN SMILES: [CH3:9][CH:10]([N-:11][CH:12]([CH3:13])[CH3:14])[CH3:15].[Cl:16][c:17]1[cH:18][cH:19][c:20](-[c:23]2[n:24][c:25]([Br:28])[s:26][cH:27]2)[cH:21][cH:22]1.[Cl:1][c:2]1[cH:3][cH:4][n:5][cH:6][cH:7]1.[Li+:8]>>[Cl:1][c:2]1[c:3](-[c:25]2[n:24][c:23](-[c:20]3[cH:19][cH:18][c:17]([Cl:16])[cH:22][cH:21]3)[cH:27][s:26]2)[cH:4][n:5][cH:6][cH:7]1. The reactants are C(C1=CC=CC=C1)C1C(=CC(O1)=O)O (5-benzyl-4-hydroxy-5H-furan-2-one), C(C1=CC=CC=C1)=O (benzaldehyde), FC1=CC=C2C(=CNC2=C1)CCNC(C)=O (N-[2-(6-fluoro-1H-indol-3-yl)-ethyl]-acetamide). The product is C(C1=CC=CC=C1)C1C(=C(C(O1)=O)C(C=1NC2=CC(=CC=C2C1CCNC(C)=O)F)C1=CC=CC=C1)O (N-(2-{2-[(5-benzyl-4-hydroxy-2-oxo-2,5-dihydro-furan-3-yl)-phenyl-methyl]-6-fluoro-1H-indol-3-yl}-ethyl)-acetamide). As a reaction SMILES: [CH2:1]([CH:8]1[O:12][C:11](=[O:13])[CH:10]=[C:9]1[OH:14])[C:2]1[CH:7]=[CH:6][CH:5]=[CH:4][CH:3]=1.[CH:15](=O)[C:16]1[CH:21]=[CH:20][CH:19]=[CH:18][CH:17]=1.[F:23][C:24]1[CH:32]=[C:31]2[C:27]([C:28]([CH2:33][CH2:34][NH:35][C:36](=[O:38])[CH3:37])=[CH:29][NH:30]2)=[CH:26][CH:25]=1>>[CH2:1]([CH:8]1[O:12][C:11](=[O:13])[C:10]([CH:15]([C:16]2[CH:21]=[CH:20][CH:19]=[CH:18][CH:17]=2)[C:29]2[NH:30][C:31]3[C:27]([C:28]=2[CH2:33][CH2:34][NH:35][C:36](=[O:38])[CH3:37])=[CH:26][CH:25]=[C:24]([F:23])[CH:32]=3)=[C:9]1[OH:14])[C:2]1[CH:3]=[CH:4][CH:5]=[CH:6][CH:7]=1. Procedure details: Using general procedure C, 5-benzyl-4-hydroxy-5H-furan-2-one (Lit. 13) was reacted with benzaldehyde and N-[2-(6-fluoro-1H-indol-3-yl)-ethyl]-acetamide to give N-(2-{2-[(5-benzyl-4-hydroxy-2-oxo-2,5-dihydro-furan-3-yl)-phenyl-methyl]-6-fluoro-1H-indol-3-yl}-ethyl)-acetamide as a white solid. MS: 497.4 ([M−H]−). Reactants: Cl(=O)(=O)(=O)[O-].C(C)(=O)[O-].C1(=CC=C(C=C1)[Tl+2])C (p-tolyl thallium acetate perchlorate), O (water). Reagents/catalysts: C(C)(=O)[O-].[Pd+2].C(C)(=O)[O-] (palladium (II)-acetate). The solvent is C1=CC=CC=C1 (benzene). Product: CC1=CC=C(C=C1)C1=CC=C(C=C1)C (4,4'-dimethyl biphenyl). Reaction SMILES: Cl([O-])(=O)(=O)=O.[C:6]([O-])(=O)[CH3:7].[C:10]1([CH3:17])[CH:15]=[CH:14][C:13]([Tl+2])=[CH:12][CH:11]=1.O>C([O-])(=O)C.[Pd+2].C([O-])(=O)C.C1C=CC=CC=1>[CH3:17][C:10]1[CH:15]=[CH:14][C:13]([C:10]2[CH:15]=[CH:14][C:6]([CH3:7])=[CH:12][CH:11]=2)=[CH:12][CH:11]=1 |f:0.1.2,4.5.6|. Procedure: A solution of 1000 parts by weight of p-tolyl thallium acetate perchlorate (p-CH3C6H4TlClO4CH3COO) in 6000 parts by weight of water and a solution of 2 parts by weight of palladium (II)-acetate [Pd(OAc)2 ] in 1500 parts by weight of benzene were stirred together vigorously for 2 hours at 60° C. Then the organic phase was separated and the benzene was distilled off under reduced pressure. 310 parts by weight of a residue remained which contained 297 parts by weight of p-tolyl acetate and 11 parts... Starting materials: CC1CC(NN=C1C1=CC=C2C(=NC(=NC2=C1)C)NC)=O (4,5-dihydro-5-methyl-6-(4-methylamino2-methylquinazolin-7-yl)-3(2H)-pyridazinone), C(C1=CC=CC=C1)N (benzylamine). Solvent: CS(=O)C (dimethylsulfoxide). Run at temperature 150 celsius, time 3 hour. Yields the product C(C1=CC=CC=C1)NC1=NC(=NC2=CC(=CC=C12)C=1C(CC(NN1)=O)C)C (6-(4-benzylamino-2-methylquinazolin-7-yl)-4,5-dihydro-5-methyl-3(2H)-pyridazinone). The yield is 32.0%. As a reaction SMILES: [CH3:1][CH:2]1[C:7]([C:8]2[CH:17]=[C:16]3[C:11]([C:12]([NH:19][CH3:20])=[N:13][C:14]([CH3:18])=[N:15]3)=[CH:10][CH:9]=2)=[N:6][NH:5][C:4](=[O:21])[CH2:3]1.C(N)[C:23]1[CH:28]=[CH:27][CH:26]=[CH:25][CH:24]=1>CS(C)=O>[CH2:20]([NH:19][C:12]1[C:11]2[C:16](=[CH:17][C:8]([C:7]3[CH:2]([CH3:1])[CH2:3][C:4](=[O:21])[NH:5][N:6]=3)=[CH:9][CH:10]=2)[N:15]=[C:14]([CH3:18])[N:13]=1)[C:23]1[CH:28]=[CH:27][CH:26]=[CH:25][CH:24]=1. Reported procedure: A mixture of 0.76 g of Compound 64 obtained in Example 66, 15 ml of benzylamine and 15 ml of dimethylsulfoxide was stirred at 150° C. for 3 hours, and then concentrated. The residue was subjected to partition between water and chloroform, and the organic layer was dried and concentrated. The residue was purified by column chromatography using 100 g of silica gel to give 0.31 g (32%) of 6-(4-benzylamino-2-methylquinazolin-7-yl)-4,5-dihydro-5-methyl-3(2H)-pyridazinone (Compound 65).